From a dataset of the Open Reaction Database (ORD), a public repository of structured organic reaction records. describe an organic reaction: reactants, conditions, products, and yield Starting materials: OC=1C=C(C=CC1)C(F)(F)F (3-Hydroxybenzotrifluoride), [OH-].[K+] (potassium hydroxide), BrC(C(=O)OCCNC(C)=O)C1=CC=C(C=C1)Cl (N-acetylaminoethyl 2-bromo-2-(4-chlorophenyl)acetate), C(C)(C)O.[O-]C1=CC=CC=C1 (isopropanol phenoxide), crude product. Run in C(C)(C)O (isopropanol), C(C)(C)O (isopropanol), toluene hexanes. Run at time 4 hour. The product is ClC1=CC=C(C=C1)C(C(=O)OCCNC(C)=O)OC1=CC(=CC=C1)C(F)(F)F (racemic 2-Acetamidoethyl 4-Chlorophenyl-(3-trifluoro methylphenoxy)-acetate). RXN SMILES: [OH:1][C:2]1[CH:3]=[C:4]([C:8]([F:11])([F:10])[F:9])[CH:5]=[CH:6][CH:7]=1.[OH-].[K+].Br[CH:15]([C:25]1[CH:30]=[CH:29][C:28]([Cl:31])=[CH:27][CH:26]=1)[C:16]([O:18][CH2:19][CH2:20][NH:21][C:22](=[O:24])[CH3:23])=[O:17].C(O)(C)C.[O-]C1C=CC=CC=1>C(O)(C)C>[Cl:31][C:28]1[CH:29]=[CH:30][C:25]([CH:15]([O:1][C:2]2[CH:7]=[CH:6][CH:5]=[C:4]([C:8]([F:9])([F:10])[F:11])[CH:3]=2)[C:16]([O:18][CH2:19][CH2:20][NH:21][C:22](=[O:24])[CH3:23])=[O:17])=[CH:26][CH:27]=1 |f:1.2,4.5|. Procedure: 3-Hydroxybenzotrifluoride was added to a solution of potassium hydroxide in isopropanol. N-acetylaminoethyl 2-bromo-2-(4-chlorophenyl)acetate in isopropanol was added to the isopropanol/phenoxide solution and stirred at room temperature for 4 hours. The isopropanol was removed by vacuum distillation, and the resulting slush was dissolved in ethyl acetate and washed twice with water and once with brine. After drying over magnesium sulfate and filtration, the solvent was removed to give crude prod... Reactants: [Li]C(C)(C)C, CCCC[Sn](Cl)(CCCC)CCCC, C1=COCCC1, C1CCOC1, CSc1nc(N)nc(Br)c1C#N, C1COCCO1. Yields the product CSc1nc(N)nc(C2=CCCCO2)c1C#N. RXN SMILES: [C:7]([Li:8])([CH3:9])([CH3:10])[CH3:11].[CH2:12]([Sn:13]([Cl:14])([CH2:15][CH2:16][CH2:17][CH3:18])[CH2:19][CH2:20][CH2:21][CH3:22])[CH2:23][CH2:24][CH3:25].[CH2:1]1[CH2:2][O:3][CH:4]=[CH:5][CH2:6]1.[CH2:38]1[O:39][CH2:40][CH2:41][CH2:42]1.[NH2:26][c:27]1[n:28][c:29]([S:36][CH3:37])[c:30]([C:34]#[N:35])[c:31]([Br:33])[n:32]1.[O:43]1[CH2:44][CH2:45][O:46][CH2:47][CH2:48]1>>[CH2:1]1[CH2:2][O:3][C:4]([c:31]2[c:30]([C:34]#[N:35])[c:29]([S:36][CH3:37])[n:28][c:27]([NH2:26])[n:32]2)=[CH:5][CH2:6]1. Procedure details: Potassium carbonate (21.3 g, 154 mmol) was added to a solution of 2-chloro-6-cyclopropylphenyl acetate (16.3 g, 77 mmol) in methanol (80 ml) at once and the mixture was stirred at room temperature for 90 minutes. After water (240 ml) was added to the reaction mixture, the resulting mixture was concentrated by an evaporator to remove most of methanol. The obtained mixture was cooled to 0° C. and 4M hydrochloric acid was added thereto to make pH to 2 or lower such that the temperature of the mixtu... As a reaction SMILES: C(=O)([O-])[O-].[K+].[K+].C([O:10][C:11]1[C:16]([CH:17]2[CH2:19][CH2:18]2)=[CH:15][CH:14]=[CH:13][C:12]=1[Cl:20])(=O)C.O>CO>[Cl:20][C:12]1[CH:13]=[CH:14][CH:15]=[C:16]([CH:17]2[CH2:18][CH2:19]2)[C:11]=1[OH:10] |f:0.1.2|. Conditions: time 90 minute. The solvent is CO (methanol). The yield is 77.8%. The product is ClC1=C(C(=CC=C1)C1CC1)O (2-chloro-6-cyclopropylphenol). The reactants are C([O-])([O-])=O.[K+].[K+] (Potassium carbonate), C(C)(=O)OC1=C(C=CC=C1C1CC1)Cl (2-chloro-6-cyclopropylphenyl acetate), O (water).